Dataset: the Open Reaction Database (ORD), a public repository of structured organic reaction records. Task: describe an organic reaction: reactants, conditions, products, and yield The reactants are Cl (HCl), FC1=C(OC2=C3C(=NC=C2)C=C(S3)C3=CC=C(C=N3)CN(C(OC(C)(C)C)=O)CCOC)C=CC(=C1)NC(=O)N1C(N(CC1)C1=CC=CC=C1)=O (tert-Butyl (6-(7-(2-fluoro-4-(2-oxo-3-phenylimidazolidine-1-carboxamido) phenoxy)thieno[3,2-b]pyridin-2-yl)pyridin-3-yl)methyl(2-methoxyethyl)carbamate). Run in C(Cl)Cl (DCM). Reaction conditions: time 30 minute. Product: FC=1C=C(C=CC1OC1=C2C(=NC=C1)C=C(S2)C2=NC=C(C=C2)CNCCOC)NC(=O)N2C(N(CC2)C2=CC=CC=C2)=O (N-(3-Fluoro-4-(2-(5-((2-methoxyethylamino)methyl)pyridin-2-yl)thieno[3,2-b]pyridin-7-yloxy)phenyl)-2-oxo-3-phenylimidazolidine-1-carboxamide). The yield is 106.1%. RXN SMILES: Cl.[F:2][C:3]1[CH:37]=[C:36]([NH:38][C:39]([N:41]2[CH2:45][CH2:44][N:43]([C:46]3[CH:51]=[CH:50][CH:49]=[CH:48][CH:47]=3)[C:42]2=[O:52])=[O:40])[CH:35]=[CH:34][C:4]=1[O:5][C:6]1[CH:11]=[CH:10][N:9]=[C:8]2[CH:12]=[C:13]([C:15]3[N:20]=[CH:19][C:18]([CH2:21][N:22]([CH2:30][CH2:31][O:32][CH3:33])C(=O)OC(C)(C)C)=[CH:17][CH:16]=3)[S:14][C:7]=12>C(Cl)Cl>[F:2][C:3]1[CH:37]=[C:36]([NH:38][C:39]([N:41]2[CH2:45][CH2:44][N:43]([C:46]3[CH:47]=[CH:48][CH:49]=[CH:50][CH:51]=3)[C:42]2=[O:52])=[O:40])[CH:35]=[CH:34][C:4]=1[O:5][C:6]1[CH:11]=[CH:10][N:9]=[C:8]2[CH:12]=[C:13]([C:15]3[CH:16]=[CH:17][C:18]([CH2:21][NH:22][CH2:30][CH2:31][O:32][CH3:33])=[CH:19][N:20]=3)[S:14][C:7]=12. Procedure details: HCl gas was bubbled into a solution of 127 (61 mg, 0.08 mmol) in DCM. The flask was capped and the mixture was stirred at room temperature for 30 min. Formed precipitate was collected by filtration and washed with DCM to afford 128 (52 mg, 84% yield), presumably as a trihydrochloride salt. 1H NMR (400 MHz, DMSO-d6) δ (ppm): 10.59 (s, 1H), 9.34 (br.s, 2H), 8.75 (s, 1H), 8.62 (d, J=5.7 Hz, 1H), 8.43 (s, 11H), 8.38 (d, J=8.5 Hz, 1H), 8.15 (dd, J=8.2, 2.1 Hz, 1H), 7.86 (dd, J=12.9, 2.4 Hz, 1H), 7.62...